Dataset: the Open Reaction Database (ORD), a public repository of structured organic reaction records. Task: describe an organic reaction: reactants, conditions, products, and yield Reactants: BrC1=CC2=C(SC=C2C)C=C1 (5-bromo-3-methylbenzo[b]thiophene), C(C)(C)NC(C)C (diisopropylamine), CC(C)([O-])C.[K+] (potassium t-butoxide), C(CCC)[Li] (n-butyl lithium), C(=O)=O (carbon dioxide). Solvent: CCOCC (ether), CCOCC (ether), CCOCC (ether). Reaction conditions: temperature -78 celsius, time 5 minute. Product: BrC1=CC2=C(SC(=C2C)C(=O)O)C=C1 (5-bromo-3-methylbenzo[b]thiophene-2-carboxylic acid). RXN SMILES: C(NC(C)C)(C)C.CC(C)([O-])C.[K+].C([Li])CCC.[Br:19][C:20]1[CH:29]=[CH:28][C:23]2[S:24][CH:25]=[C:26]([CH3:27])[C:22]=2[CH:21]=1.[C:30](=[O:32])=[O:31]>CCOCC>[Br:19][C:20]1[CH:29]=[CH:28][C:23]2[S:24][C:25]([C:30]([OH:32])=[O:31])=[C:26]([CH3:27])[C:22]=2[CH:21]=1 |f:1.2|. Procedure details: A mixture of diisopropylamine (4.44 g.) and potassium t-butoxide (5.02 g.) in dry ether was cooled to -78° C. under an atmosphere of dry nitrogen and n-butyl lithium (28.4 ml. of 1.55 M solution in hexane) was added with stirring over 5 minutes. The mixture was stirred at -78° for 30 minutes and then a solution of 5-bromo-3-methylbenzo[b]thiophene (9.10 g.) in dry ether (25 ml.) was added over 5 minutes. The resulting mixture was stirred at -78° C. for 30 minutes and then poured onto a mixture o... The reactants are BrC=1C=C2CN(C(C2=CC1)C)C(C1=CC=CC=C1)(C1=CC=CC=C1)C1=CC=CC=C1 ((+)-5-bromo-1-methyl-2-trityliso-indoline), C(C)(C)OB(OC(C)C)OC(C)C (triisopropoxyborane), ice water, solution, C(CCC)[Li] (n-butyllithium), Cl (hydrochloric acid). Run in O1CCCC1 (tetrahydrofuran), CCCCCC (n-hexane). Run at temperature -72 celsius, time 15 minute. Yields the product CC1N(CC2=CC(=CC=C12)B(O)O)C(C1=CC=CC=C1)(C1=CC=CC=C1)C1=CC=CC=C1 ((+)-1-methyl-2-tritylisoindoline-5-boronic acid). Yield: 80.9%. As a reaction SMILES: Br[C:2]1[CH:3]=[C:4]2[C:8](=[CH:9][CH:10]=1)[CH:7]([CH3:11])[N:6]([C:12]([C:25]1[CH:30]=[CH:29][CH:28]=[CH:27][CH:26]=1)([C:19]1[CH:24]=[CH:23][CH:22]=[CH:21][CH:20]=1)[C:13]1[CH:18]=[CH:17][CH:16]=[CH:15][CH:14]=1)[CH2:5]2.C([Li])CCC.C([O:39][B:40](OC(C)C)[O:41]C(C)C)(C)C.Cl>O1CCCC1.CCCCCC>[CH3:11][CH:7]1[C:8]2[C:4](=[CH:3][C:2]([B:40]([OH:41])[OH:39])=[CH:10][CH:9]=2)[CH2:5][N:6]1[C:12]([C:25]1[CH:30]=[CH:29][CH:28]=[CH:27][CH:26]=1)([C:19]1[CH:20]=[CH:21][CH:22]=[CH:23][CH:24]=1)[C:13]1[CH:18]=[CH:17][CH:16]=[CH:15][CH:14]=1. Reported procedure: In 75 ml of anhydrous tetrahydrofuran was dissolved 15.0 g of (+)-5-bromo-1-methyl-2-trityliso-indoline, and the solution was cooled to -72° C. under a nitrogen atmosphere, after which 22.3 ml of a 1.63 M solution of n-butyllithium in n-hexane was added dropwise thereto over a period of 15 minutes, and the resulting mixture was stirred at the same temperature for 1 hour. To the reaction mixture was added dropwise 7.45 g of triisopropoxyborane at -72° C. over a period of 20 minutes, and the resul...